From a dataset of the Open Reaction Database (ORD), a public repository of structured organic reaction records. describe an organic reaction: reactants, conditions, products, and yield The reactants are CCOC(=O)CCCNc1cc(Cl)cnc1OCC(=O)N1CC(C)N(Cc2ccc(F)cc2)CC1C, CO, Cl, [Li+], C1CCOC1, [OH-], O, O. The product is CC1CN(C(=O)COc2ncc(Cl)cc2NCCCC(=O)O)C(C)CN1Cc1ccc(F)cc1. As a reaction SMILES: [CH2:1]([CH3:2])[O:3][C:4]([CH2:5][CH2:6][CH2:7][NH:8][c:9]1[c:10]([O:16][CH2:17][C:18](=[O:19])[N:20]2[CH:21]([CH3:35])[CH2:22][N:23]([CH2:27][c:28]3[cH:29][cH:30][c:31]([F:34])[cH:32][cH:33]3)[CH:24]([CH3:26])[CH2:25]2)[n:11][cH:12][c:13]([Cl:15])[cH:14]1)=[O:36].[CH3:37][OH:38].[ClH:42].[Li+:41].[O:44]1[CH2:45][CH2:46][CH2:47][CH2:48]1.[OH-:40].[OH2:39].[OH2:43]>>[O:3]=[C:4]([CH2:5][CH2:6][CH2:7][NH:8][c:9]1[c:10]([O:16][CH2:17][C:18](=[O:19])[N:20]2[CH:21]([CH3:35])[CH2:22][N:23]([CH2:27][c:28]3[cH:29][cH:30][c:31]([F:34])[cH:32][cH:33]3)[CH:24]([CH3:26])[CH2:25]2)[n:11][cH:12][c:13]([Cl:15])[cH:14]1)[OH:36]. Starting materials: resultant mixture, O (water), C(C)(=O)OCC (ethyl acetate), [BH4-].[Li+] (lithium borohydride), resultant mixture, C(C1=CC=CC=C1)OC(=O)N1[C@H](CCC1)C(=O)C1=CNC2=CC=C(C=C12)OC ((R)-3-(N-benzyloxycarbonylpyrrolidin-2-ylcarbonyl)-5-methoxy-1H-indole). Solvent: O1CCCC1 (tetrahydrofuran), O1CCCC1 (tetrahydrofuran). Yields the product C(C1=CC=CC=C1)OC(=O)N1[C@H](CCC1)CC1=CNC2=CC=C(C=C12)OC ((R)-3-(N-benzyloxycarbonylpyrrolidin-2-ylmethyl)-5-methoxY-1H-indole). RXN SMILES: [BH4-].[Li+].[CH2:3]([O:10][C:11]([N:13]1[CH2:17][CH2:16][CH2:15][C@@H:14]1[C:18]([C:20]1[C:28]2[C:23](=[CH:24][CH:25]=[C:26]([O:29][CH3:30])[CH:27]=2)[NH:22][CH:21]=1)=O)=[O:12])[C:4]1[CH:9]=[CH:8][CH:7]=[CH:6][CH:5]=1.O.C(OCC)(=O)C>O1CCCC1>[CH2:3]([O:10][C:11]([N:13]1[CH2:17][CH2:16][CH2:15][C@@H:14]1[CH2:18][C:20]1[C:28]2[C:23](=[CH:24][CH:25]=[C:26]([O:29][CH3:30])[CH:27]=2)[NH:22][CH:21]=1)=[O:12])[C:4]1[CH:9]=[CH:8][CH:7]=[CH:6][CH:5]=1 |f:0.1|. Procedure: To a stirred mixture of lithium borohydride (0.092 g, 4.22 mmol, 2 eq) in anhydrous tetrahydrofuran (5 mL) at 0° C. was added a solution of the (R)-3-(N-benzyloxycarbonylpyrrolidin-2-ylcarbonyl)-5-methoxy-1H-indole (0.80 g, 2.11 mmol) in anhydrous tetrahydrofuran (8 mL). The resultant mixture was heated at reflux under nitrogen for 1 hour. The reaction mixture was cooled, and water (1 mL) was added carefully, followed by ethyl acetate (20 mL). The resultant mixture was stirred at room temperatur...